From a dataset of the Open Reaction Database (ORD), a public repository of structured organic reaction records. describe an organic reaction: reactants, conditions, products, and yield Starting materials: C(CCC)C1=C(C=C(C2=CC=CC=C12)OC)C=O (1-butyl-4-methoxy-2-naphthalenecarboxaldehyde), C(=O)(OC)C=P(C1=CC=CC=C1)(C1=CC=CC=C1)C1=CC=CC=C1 ((carbomethoxymethylene)triphenylphosphorane). Solvent: ClCCl (dichloromethane). Product: COC(\C=C\C1=C(C2=CC=CC=C2C(=C1)OC)CCCC)=O ((E)-3-(1-Butyl-4-methoxy-2-naphthalenyl)-2-propenoic acid methyl ester). RXN SMILES: [CH2:1]([C:5]1[C:14]2[C:9](=[CH:10][CH:11]=[CH:12][CH:13]=2)[C:8]([O:15][CH3:16])=[CH:7][C:6]=1[CH:17]=O)[CH2:2][CH2:3][CH3:4].[C:19]([CH:23]=P(C1C=CC=CC=1)(C1C=CC=CC=1)C1C=CC=CC=1)([O:21][CH3:22])=[O:20]>ClCCl>[CH3:22][O:21][C:19](=[O:20])/[CH:23]=[CH:17]/[C:6]1[CH:7]=[C:8]([O:15][CH3:16])[C:9]2[C:14](=[CH:13][CH:12]=[CH:11][CH:10]=2)[C:5]=1[CH2:1][CH2:2][CH2:3][CH3:4]. Procedure details: As in Example 111, 1-butyl-4-methoxy-2-naphthalenecarboxaldehyde (4.05 g) and (carbomethoxymethylene)triphenylphosphorane (6 g) in dichloromethane (40 mL) was stirred at room temperature for 42 hours. Crystallization of the crude reaction product from the normal work up gave 4.1 g of (E)-3-(1-butyl-4-methoxy-2-naphthalenyl)-2-propenoic acid methyl ester, mp 63°-64° C. Anal. Calcd for C19H22O3 : C, 76.48; H, 7.43 Found: C, 75.89; H, 7.26 The reactants are C(C)(=O)C1CC(CCC1)(C)C (1-acetyl-3,3-dimethylcyclohexane), [OH-].[Na+] (sodium hydroxide), C(C(C)=C)Cl (methallyl chloride), C1(=CC=CC=C1)C (toluene). The reagents and catalysts are CCCCCCCC[N+](C)(CCCCCCCC)CCCCCCCC.[Cl-] (tricaprylmethylammonium chloride). Run in O (water). Product: C(C)(=O)C1CC(CCC1)(C)C (1-acetyl-3,3,-dimethylcyclohexane), C(C)(=O)C1(CC(CCC1)(C)C)CC(C)=C (1-acetyl-3,3-dimethyl-1-methallyl cyclohexane), 3,3-dimethyl-1-(2-methyllyl-5-methyl-4-pentenoyl)cyclohexane. RXN SMILES: [C:1]([CH:4]1[CH2:9][CH2:8][CH2:7][C:6]([CH3:11])([CH3:10])[CH2:5]1)(=[O:3])[CH3:2].[OH-].[Na+].[CH2:14](Cl)[C:15](=[CH2:17])[CH3:16].C1(C)C=CC=CC=1>CCCCCCCC[N+](CCCCCCCC)(CCCCCCCC)C.[Cl-].O>[C:1]([CH:4]1[CH2:9][CH2:8][CH2:7][C:6]([CH3:11])([CH3:10])[CH2:5]1)(=[O:3])[CH3:2].[C:1]([C:4]1([CH2:16][C:15](=[CH2:14])[CH3:17])[CH2:9][CH2:8][CH2:7][C:6]([CH3:11])([CH3:10])[CH2:5]1)(=[O:3])[CH3:2] |f:1.2,5.6|. Reported procedure: A slurry of 1-acetyl-3,3-dimethylcyclohexane (624 grams, 4 moles), granular sodium hydroxide (240 grams, 6 moles), Aliquot® 336 (tricaprylmethylammonium chloride [35 grams]), methallyl chloride (432 grams, 4.8 moles), and 400 ml of toluene is heated at reflux for 4 1/4 hours. At the end of this time, one liter of water is added to the cooled reaction mass. The aqueous layer is discarded, and the organic layer is distilled rapidly through a short column to afford 203 grams of recovered 1-acetyl-3... Reactants: C1(CC1)C=1C(=CC2=C(C(=C(O2)C2=CC=C(C=C2)F)C(NO)=N)C1)N(S(=O)(=O)C)CCCCO (5-cyclopropyl-2-(4-fluorophenyl)-N-hydroxy-6-[(4-hydroxybutyl)(methylsulfonyl)amino]-1-benzofuran-3-carboximidamide), C(C)=O (acetaldehyde), Cl (HCl). Run in C(C)O (ethanol), O (H2O), C(C)(=O)OCC (ethyl acetate). Run at time 73 hour. Yields the product C1(CC1)C=1C(=CC2=C(C(=C(O2)C2=CC=C(C=C2)F)C2=NOC(N2)C)C1)N(S(=O)(=O)C)CCCCO (N-[5-cyclopropyl-2-(4-fluorophenyl)-3-(5-methyl-4,5-dihydro-1,2,4-oxadiazol-3-yl)-1-benzofuran-6-yl]-N-(4-hydroxybutyl)methanesulfonamide). Yield: 19.9%. Reaction SMILES: [CH:1]1([C:4]2[C:5]([N:24]([CH2:29][CH2:30][CH2:31][CH2:32][OH:33])[S:25]([CH3:28])(=[O:27])=[O:26])=[CH:6][C:7]3[O:11][C:10]([C:12]4[CH:17]=[CH:16][C:15]([F:18])=[CH:14][CH:13]=4)=[C:9]([C:19](=[NH:22])[NH:20][OH:21])[C:8]=3[CH:23]=2)[CH2:3][CH2:2]1.[CH:34](=O)[CH3:35].Cl>C(O)C.O.C(OCC)(=O)C>[CH:1]1([C:4]2[C:5]([N:24]([CH2:29][CH2:30][CH2:31][CH2:32][OH:33])[S:25]([CH3:28])(=[O:26])=[O:27])=[CH:6][C:7]3[O:11][C:10]([C:12]4[CH:13]=[CH:14][C:15]([F:18])=[CH:16][CH:17]=4)=[C:9]([C:19]4[NH:22][CH:34]([CH3:35])[O:21][N:20]=4)[C:8]=3[CH:23]=2)[CH2:2][CH2:3]1. Procedure: A solution of Example 11D (0.10 g, 0.210 mmol) in ethanol (3 mL) and H2O (3 mL) was treated with acetaldehyde (3 mL, 53.1 mmol) and stirred in a sealed microwave tube at room temperature for 73 hours. The solvent was removed in vacuo leaving a cloudy slurry which was dissolved in ethyl acetate (50 mL) and treated with 5% aqueous HCl (5 mL). The mixture was stirred for 30 minutes at room temperature. The aqueous layer was removed and the ethyl acetate layer was washed with 10 mL 10% aqueous NaCl,... The reactants are COCCOCCO (2-(2-methoxy-ethoxy)ethanol), BrCC#C (3-bromo-propyne), C1(=CC=CC=C1)C (toluene), [H-].[Na+] (NaH), oil. Run in C1CCOC1 (THF), C(C)OCC (ethyl ether). Reaction conditions: time 30 minute. The product is COCCOCCOCC#C (3-[2-(2-Methoxy-ethoxy)-ethoxy]-propyne). The yield is 76.0%. RXN SMILES: [CH3:1][O:2][CH2:3][CH2:4][O:5][CH2:6][CH2:7][OH:8].[H-].[Na+].Br[CH2:12][C:13]#[CH:14].C1(C)C=CC=CC=1>C1COCC1.C(OCC)C>[CH3:1][O:2][CH2:3][CH2:4][O:5][CH2:6][CH2:7][O:8][CH2:14][C:13]#[CH:12] |f:1.2|. Reported procedure: A solution under N2 of 2-(2-methoxy-ethoxy)ethanol (4.9 ml, 41.61 mmoles) in dry THF (50 ml) was portionwise added at room temperature under stirring with 60% NaH in oil (1.66 g, 41.61 mmoles). The mixture was stirred for 30 minutes then dropped into a solution of 80% 3-bromo-propyne in toluene (5.1 ml, 45.77 mmoles), and stirred for 1 hour, then diluted with ethyl ether, thrice washed with water, anhydrified over Na2SO4 and dried to give 5 g of the title compound as an oil (yield: 76%). Reactants: O=C([O-])[O-], CC(C)=O, [K+], [K+], CC(=O)[O-], CC(=O)[O-], O, CC1C(=O)N(CCCN2CCC3(CC3)C(O)C2)CCN1c1cccc(I)c1, OB(O)c1ccccc1, [Pd+2]. The product is CC1C(=O)N(CCCN2CCC3(CC3)C(O)C2)CCN1c1cccc(-c2ccccc2)c1. As a reaction SMILES: [C:37](=[O:38])([O-:39])[O-:40].[CH3:43][C:44](=[O:45])[CH3:46].[K+:41].[K+:42].[O-:48][C:49]([CH3:50])=[O:51].[O-:52][C:53]([CH3:54])=[O:55].[OH2:56].[OH:1][CH:2]1[C:3]2([CH2:4][CH2:5]2)[CH2:6][CH2:7][N:8]([CH2:10][CH2:11][CH2:12][N:13]2[C:14](=[O:27])[CH:15]([CH3:26])[N:16]([c:19]3[cH:20][c:21]([I:25])[cH:22][cH:23][cH:24]3)[CH2:17][CH2:18]2)[CH2:9]1.[OH:28][B:29]([OH:30])[c:31]1[cH:32][cH:33][cH:34][cH:35][cH:36]1.[Pd+2:47]>>[OH:1][CH:2]1[C:3]2([CH2:4][CH2:5]2)[CH2:6][CH2:7][N:8]([CH2:10][CH2:11][CH2:12][N:13]2[C:14](=[O:27])[CH:15]([CH3:26])[N:16]([c:19]3[cH:20][c:21](-[c:31]4[cH:32][cH:33][cH:34][cH:35][cH:36]4)[cH:22][cH:23][cH:24]3)[CH2:17][CH2:18]2)[CH2:9]1.